Dataset: the Open Reaction Database (ORD), a public repository of structured organic reaction records. Task: describe an organic reaction: reactants, conditions, products, and yield Starting materials: CN(C)c1ccccc1, CC(C)(C)O, O=C(Cl)CCCCl, Cl, O. Yields the product CC(C)(C)OC(=O)CCCCl. As a reaction SMILES: [CH3:13][N:14]([CH3:15])[c:16]1[cH:17][cH:18][cH:19][cH:20][cH:21]1.[CH3:8][C:9]([CH3:10])([CH3:11])[OH:12].[Cl:1][CH2:2][CH2:3][CH2:4][C:5](=[O:6])[Cl:7].[ClH:22].[OH2:23]>>[Cl:1][CH2:2][CH2:3][CH2:4][C:5](=[O:6])[O:12][C:9]([CH3:8])([CH3:10])[CH3:11]. Conditions: time 8 hour. Starting materials: COC(=O)C1CCCCC1=O (methyl cyclohexanone-2-carboxylate), Cl (hydrochloric acid), C(C)OCC (diethyl ether). Reported procedure: 3.2 g of borane/tert-butylamine complex was added to 200 ml of diethyl ether solution containing 15.6 g (0.10 mol) of methyl cyclohexanone-2-carboxylate and stirred overnight at room temperature. An aqueous diluted hydrochloric acid was added thereto to make it weakly acidic, which was then subjected to liquid-liquid separation. The organic layer separated was dried, concentrated and then distilled under reduced pressure to obtain 13.4 g of ethyl 2-hydroxycyclohexanecarboxylate. Yield: 84.8%. b.... Reaction SMILES: [CH3:1][O:2][C:3]([CH:5]1[C:10](=[O:11])[CH2:9][CH2:8][CH2:7][CH2:6]1)=[O:4].Cl.[CH2:13](OCC)C>>[OH:11][CH:10]1[CH2:9][CH2:8][CH2:7][CH2:6][CH:5]1[C:3]([O:2][CH2:1][CH3:13])=[O:4]. Product: OC1C(CCCC1)C(=O)OCC (ethyl 2-hydroxycyclohexanecarboxylate). Yield: 84.8%. The reactants are ClC1=NC=CC=C1Cl (2,3-Dichloropyridine), C=1C=CC(=CC1)P(C=2C=CC=CC2)C3=CC=C4C=CC=CC4=C3C5=C6C=CC=CC6=CC=C5P(C=7C=CC=CC7)C=8C=CC=CC8 (rac-BINAP), C([O-])([O-])=O.[Cs+].[Cs+] (cesium carbonate), C(C1=CC=CC=C1)(C1=CC=CC=C1)=N (benzophenone imine). Reagents/catalysts: CC(=O)[O-].CC(=O)[O-].[Pd+2] (Pd(OAc)2). Solvent: C1CCOC1 (THF). Run at time 18 hour. Yields the product ClC=1C(=NC=CC1)N=C(C1=CC=CC=C1)C1=CC=CC=C1 (3-Chloro-N-(diphenylmethylene)pyridin-2-amine). Reaction SMILES: Cl[C:2]1[C:7]([Cl:8])=[CH:6][CH:5]=[CH:4][N:3]=1.C1C=CC(P(C2C(C3C(P(C4C=CC=CC=4)C4C=CC=CC=4)=CC=C4C=3C=CC=C4)=C3C(C=CC=C3)=CC=2)C2C=CC=CC=2)=CC=1.C(=O)([O-])[O-].[Cs+].[Cs+].[C:61](=[NH:74])([C:68]1[CH:73]=[CH:72][CH:71]=[CH:70][CH:69]=1)[C:62]1[CH:67]=[CH:66][CH:65]=[CH:64][CH:63]=1>CC([O-])=O.CC([O-])=O.[Pd+2].C1COCC1>[Cl:8][C:7]1[C:2]([N:74]=[C:61]([C:62]2[CH:67]=[CH:66][CH:65]=[CH:64][CH:63]=2)[C:68]2[CH:73]=[CH:72][CH:71]=[CH:70][CH:69]=2)=[N:3][CH:4]=[CH:5][CH:6]=1 |f:2.3.4,6.7.8|. Procedure: 2,3-Dichloropyridine (105.00 g, 710 mmol), Pd(OAc)2 (3.98 g, 17.74 mmol), rac-BINAP (16.57 g, 26.61 mmol), cesium carbonate (346.76 g, 1065 mmol), THF (1.05 L), and benzophenone imine (124.67 mL, 745 mmol) were added to a 2 L Chem-Glass Reactor fitted with a mechanical stirrer and reflux condenser. The mixture was heated to reflux with stirring for 18 h. The material was filtered, washed with THF (100 mL). The resulting filtrate was concentrated in vacuo to ⅓volume and used without further purif...